The task is: describe an organic reaction: reactants, conditions, products, and yield. This data is from the Open Reaction Database (ORD), a public repository of structured organic reaction records. Reactants: CC1=NN=C(O1)C(=O)NC(C)(C)C2=NC(=C(C(=O)N2C)O)C(=O)NCC=3C=CC(=CC3)F (Raltegravir), [OH-].[Ca+2].[OH-] (calcium hydroxide). Run in O1CCCC1.O (tetrahydrofuran water). Run at time 72 hour. The product is CC1=NN=C(O1)C(=O)NC(C)(C)C2=NC(=C(C(=O)N2C)O)C(=O)NCC=3C=CC(=CC3)F.[Ca] (Raltegravir Calcium). Reaction SMILES: [CH3:1][C:2]1[O:6][C:5]([C:7]([NH:9][C:10]([C:13]2[N:19]([CH3:20])[C:17](=[O:18])[C:16]([OH:21])=[C:15]([C:22]([NH:24][CH2:25][C:26]3[CH:27]=[CH:28][C:29]([F:32])=[CH:30][CH:31]=3)=[O:23])[N:14]=2)([CH3:12])[CH3:11])=[O:8])=[N:4][N:3]=1.[OH-].[Ca+2:34].[OH-]>O1CCCC1.O>[CH3:1][C:2]1[O:6][C:5]([C:7]([NH:9][C:10]([C:13]2[N:19]([CH3:20])[C:17](=[O:18])[C:16]([OH:21])=[C:15]([C:22]([NH:24][CH2:25][C:26]3[CH:27]=[CH:28][C:29]([F:32])=[CH:30][CH:31]=3)=[O:23])[N:14]=2)([CH3:12])[CH3:11])=[O:8])=[N:4][N:3]=1.[Ca:34] |f:1.2.3,4.5,6.7|. Procedure details: A physical mixture of Raltegravir free hydroxy (25.8 mg) and calcium hydroxide (˜4.6 mg) was suspended in 70/30 tetrahydrofuran/water. The mixture was shaken well and the resulting suspension was temperature cycled between room temperature and 50° C. using a Heidolph shaker and incubator with a power source programmed to switch on and off every 4 hours. After approximately 72 hours, excess solvent was decanted off using a syringe and the solid residue was dried at ambient temperature under vacuu...